This data is from the Open Reaction Database (ORD), a public repository of structured organic reaction records. The task is: describe an organic reaction: reactants, conditions, products, and yield Reactants: C(C)(=O)O[C@H]1[C@@H](O[C@@H]([C@H]([C@@H]1OC(C)=O)OC(C)=O)COC(C)=O)OC1=NNC(=C1CC1=CC=C(C=C1)CCCS(NC(C)(C)C(=O)O)(=O)=O)C(C)C (3-(2,3,4,6-tetra-O-acetyl-β-D-glucopyranosyloxy)-4-[(4-{3-[1-carboxy-1-(methyl)ethylsulfamoyl]propyl}phenyl)methyl]-5-isopropyl-1H-pyrazole), Cl.C(C)N=C=NCCCN(C)C (1-ethyl-3-(3-dimethylaminopropyl)carbodiimide hydrochloride), ON1N=NC2=C1C=CC=C2 (1-hydroxybenzotriazole). Solvent: CN(C=O)C (N,N-dimethylformamide). Run at time 8 hour. Yields the product C(N)(=O)C(C)(C)NS(=O)(=O)CCCC1=CC=C(C=C1)CC=1C(=NNC1C(C)C)O[C@H]1[C@H](O)[C@@H](O)[C@H](O)[C@H](O1)CO (4-[(4-{3-[1-Carbamoyl-1-(methyl)ethylsulfamoyl]propyl}-phenyl)methyl]-3-(β-D-glucopyranosyloxy)-5-isopropyl-1H-pyrazole). Yield: 36.1%. RXN SMILES: C([O:4][C@@H:5]1[C@@H:10]([O:11]C(=O)C)[C@H:9]([O:15]C(=O)C)[C@@H:8]([CH2:19][O:20]C(=O)C)[O:7][C@H:6]1[O:24][C:25]1[C:29]([CH2:30][C:31]2[CH:36]=[CH:35][C:34]([CH2:37][CH2:38][CH2:39][S:40](=[O:49])(=[O:48])[NH:41][C:42]([C:45]([OH:47])=O)([CH3:44])[CH3:43])=[CH:33][CH:32]=2)=[C:28]([CH:50]([CH3:52])[CH3:51])[NH:27][N:26]=1)(=O)C.Cl.C([N:56]=C=NCCCN(C)C)C.ON1C2C=CC=CC=2N=N1>CN(C)C=O>[C:45]([C:42]([NH:41][S:40]([CH2:39][CH2:38][CH2:37][C:34]1[CH:33]=[CH:32][C:31]([CH2:30][C:29]2[C:25]([O:24][C@@H:6]3[O:7][C@H:8]([CH2:19][OH:20])[C@@H:9]([OH:15])[C@H:10]([OH:11])[C@H:5]3[OH:4])=[N:26][NH:27][C:28]=2[CH:50]([CH3:51])[CH3:52])=[CH:36][CH:35]=1)(=[O:49])=[O:48])([CH3:43])[CH3:44])(=[O:47])[NH2:56] |f:1.2|. Reported procedure: To a suspension of benzyl 2-amino-2-methylpropionate p-toluenesulfonic acid salt (Tetrahedron, 1991, Vol. 47, No. 2, pp. 259-270; 3.9 g) and triethylamine (2.7 g) in dichloromethane (15 mL) was added allylsulfonyl chloride (0.75 g) at room temperature, and the mixture was stirred overnight. The reaction was quenched by addition of water, and the organic layer of the resulting mixture was separated. The organic layer was washed with 1 mol/L hydrochloric acid, a saturated aqueous sodium hydrogen c... Starting materials: FC=1C=C(CN2[C@H](CCC2=O)C(=O)O)C=CC1 ((R)-1-(3-fluoro-benzyl)-5-oxo-pyrrolidine-2-carboxylic acid), O=[N-] (ketoamide), NC(C(C(=O)N)O)CC1=CC=CC=C1 (3-amino-2-hydroxy-4-phenylbutanamide), O[NH-] (hydroxyamide). Product: NC(C(C(CC1=CC=CC=C1)NC(=O)[C@@H]1N(C(CC1)=O)CC1=CC(=CC=C1)F)=O)=O ((2R)—N-(4-Amino-3,4-dioxo-1-phenylbutan-2-yl)-1-(3-fluorobenzyl)-5-oxopyrrolidine-2-carboxamide). RXN SMILES: [F:1][C:2]1[CH:3]=[C:4]([CH:15]=[CH:16][CH:17]=1)[CH2:5][N:6]1[C:10](=[O:11])[CH2:9][CH2:8][C@@H:7]1[C:12]([OH:14])=O.[NH2:18][CH:19]([CH2:25][C:26]1[CH:31]=[CH:30][CH:29]=[CH:28][CH:27]=1)[CH:20]([OH:24])[C:21]([NH2:23])=[O:22].O[NH-].O=[N-]>>[NH2:23][C:21](=[O:22])[C:20](=[O:24])[CH:19]([NH:18][C:12]([C@H:7]1[CH2:8][CH2:9][C:10](=[O:11])[N:6]1[CH2:5][C:4]1[CH:15]=[CH:16][CH:17]=[C:2]([F:1])[CH:3]=1)=[O:14])[CH2:25][C:26]1[CH:27]=[CH:28][CH:29]=[CH:30][CH:31]=1. Procedure details: Coupling of (R)-1-(3-fluoro-benzyl)-5-oxo-pyrrolidine-2-carboxylic acid with 3-amino-2-hydroxy-4-phenylbutanamide and oxidation of the resulting hydroxyamide intermediate to the corresponding ketoamide. The reactants are C(CC)N1C(N(C=2N=C(NC2C1=O)C1=CC=C(C=C1)S(=O)(=O)O)CCC)=O (4-(1,3-dipropyl-2,3,6,7-tetrahydro-2,6-dioxo-1H-purin-8-yl)benzenesulfonic acid), CN(C)CCN (unsym dimethylethylenediamine), S(=O)(Cl)Cl (thionyl chloride). Solvent: CN(C=O)C (N,N-dimethylformamide), CN(C=O)C (N,N-dimethylformamide). Conditions: temperature 0 celsius. Yields the product CN(CCNS(=O)(=O)C1=CC=C(C=C1)C1=NC=2N(C(N(C(C2N1)=O)CCC)=O)CCC)C (N-[2-(dimethylamino)ethyl]-4-(2,3,6,7-tetrahydro-2,6-dioxo-1,3-dipropyl-1H-purin-8-yl)benzenesulfonamide). Yield: 13.0%. As a reaction SMILES: [CH2:1]([N:4]1[C:12](=[O:13])[C:11]2[NH:10][C:9]([C:14]3[CH:19]=[CH:18][C:17]([S:20](O)(=[O:22])=[O:21])=[CH:16][CH:15]=3)=[N:8][C:7]=2[N:6]([CH2:24][CH2:25][CH3:26])[C:5]1=[O:27])[CH2:2][CH3:3].S(Cl)(Cl)=O.[CH3:32][N:33]([CH2:35][CH2:36][NH2:37])[CH3:34]>CN(C)C=O>[CH3:32][N:33]([CH3:34])[CH2:35][CH2:36][NH:37][S:20]([C:17]1[CH:18]=[CH:19][C:14]([C:9]2[NH:10][C:11]3[C:12](=[O:13])[N:4]([CH2:1][CH2:2][CH3:3])[C:5](=[O:27])[N:6]([CH2:24][CH2:25][CH3:26])[C:7]=3[N:8]=2)=[CH:15][CH:16]=1)(=[O:21])=[O:22]. Reported procedure: A mixture of 4-(1,3-dipropyl-2,3,6,7-tetrahydro-2,6-dioxo-1H-purin-8-yl)benzenesulfonic acid (3.93 g, 0.01 moles) and N,N-dimethylformamide (100 ml) is prepared, cooled to 0° C., treated with thionyl chloride (2.4 g, 0.02 moles), and permitted to warm to ambient temperature with vigorous stirring. The resulting slurry is cooled to 0° C., treated with a solution of unsym dimethylethylenediamine (8.8 g, 0.10 mole) in N,N-dimethylformamide (11 ml) added in one portion, and allowed to warm to ambien... The reactants are [H-].[Na+] (sodium hydride), Cl (hydrochloric acid), ClC1=CC(=C(C=C1OC(C)C)N1C(NC(=CC1=O)C)=O)F (3-(4-chloro-2-fluoro-5-isopropoxyphenyl)-6 -methyl-2,4(1H,3H)-pyrimidinedione), ClC(F)F (chlorodifluoromethane). The solvent is CN(C=O)C (dimethylformamide), O (water), CN(C=O)C (dimethylformamide). Conditions: time 30 minute. The product is ClC1=CC(=C(C=C1OC(C)C)N1C(N(C(=CC1=O)C)C(F)F)=O)F (3-(4-chloro-2-fluoro-5-isopropoxyphenyl)-1-difluoromethyl-6 -methyl-2,4(1H,3H)-pyrimidinedione). RXN SMILES: [Cl:1][C:2]1[C:7]([O:8][CH:9]([CH3:11])[CH3:10])=[CH:6][C:5]([N:12]2[C:17](=[O:18])[CH:16]=[C:15]([CH3:19])[NH:14][C:13]2=[O:20])=[C:4]([F:21])[CH:3]=1.[H-].[Na+].Cl[CH:25]([F:27])[F:26].Cl>CN(C)C=O.O>[Cl:1][C:2]1[C:7]([O:8][CH:9]([CH3:11])[CH3:10])=[CH:6][C:5]([N:12]2[C:17](=[O:18])[CH:16]=[C:15]([CH3:19])[N:14]([CH:25]([F:27])[F:26])[C:13]2=[O:20])=[C:4]([F:21])[CH:3]=1 |f:1.2|. Procedure: A solution of 2.00 g of 3-(4-chloro-2-fluoro-5-isopropoxyphenyl)-6 -methyl-2,4(1H,3H)-pyrimidinedione in 20 ml dimethylformamide is added dropwise at room temperature while stirring within 30 minutes to a suspension of 0.28 g of a 55% sodium hydride dispersion in 10 ml of dimethylformamide. The mixture is subsequently stirred for 30 minutes and thereafter 5.26 g of chlorodifluoromethane are introduced at 55° C. while stirring during 18 hours. The reaction mixture is cooled, poured into a solutio... Reactants: C1CCOC1, N#Cc1c(Cl)nc(Cl)c(C#N)c1-c1ccccc1, NCCO. Yields the product N#Cc1c(Cl)nc(NCCO)c(C#N)c1-c1ccccc1. Reaction SMILES: [CH2:23]1[O:24][CH2:25][CH2:26][CH2:27]1.[Cl:1][c:2]1[n:3][c:4]([Cl:18])[c:5]([C:16]#[N:17])[c:6](-[c:10]2[cH:11][cH:12][cH:13][cH:14][cH:15]2)[c:7]1[C:8]#[N:9].[NH2:19][CH2:20][CH2:21][OH:22]>>[c:2]1([NH:19][CH2:20][CH2:21][OH:22])[n:3][c:4]([Cl:18])[c:5]([C:16]#[N:17])[c:6](-[c:10]2[cH:11][cH:12][cH:13][cH:14][cH:15]2)[c:7]1[C:8]#[N:9]. Reactants: C(CCCCCCCCCCC)SC=1N=NN(N1)C(C(=O)OCC)C1=CC=CC=C1 (ethyl (±)-5-(dodecylthio)-α-phenyl-2H-tetrazole-2-acetate), C(CCCCCCCCC)C=1N=NN(N1)C(C(=O)OCC)C1=CC=CC=C1 (ethyl (±)-5-decyl-α-phenyl-2H-tetrazole-2-acetate). Yields the product C(CCCCCCCCCCC)SC=1N=NN(N1)C(C(=O)O)C1=CC=CC=C1 ((±)-5-(dodecylthio)-α-phenyl-2H-tetrazole-2-acetic acid). As a reaction SMILES: [CH2:1]([S:13][C:14]1[N:15]=[N:16][N:17]([CH:19]([C:25]2[CH:30]=[CH:29][CH:28]=[CH:27][CH:26]=2)[C:20]([O:22]CC)=[O:21])[N:18]=1)[CH2:2][CH2:3][CH2:4][CH2:5][CH2:6][CH2:7][CH2:8][CH2:9][CH2:10][CH2:11][CH3:12].C(C1N=NN(C(C2C=CC=CC=2)C(OCC)=O)N=1)CCCCCCCCC>>[CH2:1]([S:13][C:14]1[N:15]=[N:16][N:17]([CH:19]([C:25]2[CH:26]=[CH:27][CH:28]=[CH:29][CH:30]=2)[C:20]([OH:22])=[O:21])[N:18]=1)[CH2:2][CH2:3][CH2:4][CH2:5][CH2:6][CH2:7][CH2:8][CH2:9][CH2:10][CH2:11][CH3:12]. Procedure: When in the general procedure of Example 79 an appropriate amount of ethyl (±)-5-(dodecylthio)-α-phenyl-2H-tetrazole-2-acetate was substituted for ethyl (±)-5-decyl-α-phenyl-2H-tetrazole-2-acetate, the title compound was obtained, mp 64°-67° C.